This data is from the Open Reaction Database (ORD), a public repository of structured organic reaction records. The task is: describe an organic reaction: reactants, conditions, products, and yield Reactants: CC1(C)C2CCC1(CS(=O)(=O)O)C(=O)C2, CCN(C(C)C)C(C)C, Nc1nc(-c2ccc(C3(C(=O)O)CC3)cc2)cs1, O=C1OC2(CCNC2)c2ccccc21, CN(C)C=O. The product is Nc1nc(-c2ccc(C3(C(=O)N4CCC5(C4)OC(=O)c4ccccc45)CC3)cc2)cs1. As a reaction SMILES: [C:42]12([CH2:43][S:44]([OH:45])(=[O:46])=[O:47])[C:48]([CH3:49])([CH3:50])[CH:51]([CH2:52][CH2:53]1)[CH2:54][C:55]2=[O:56].[CH:1]([N:2]([CH2:3][CH3:4])[CH:5]([CH3:6])[CH3:7])([CH3:8])[CH3:9].[NH2:10][c:11]1[s:12][cH:13][c:14](-[c:16]2[cH:17][cH:18][c:19]([C:22]3([C:25](=[O:26])[OH:27])[CH2:23][CH2:24]3)[cH:20][cH:21]2)[n:15]1.[NH:28]1[CH2:29][C:30]2([O:31][C:32](=[O:39])[c:33]3[c:34]2[cH:35][cH:36][cH:37][cH:38]3)[CH2:40][CH2:41]1.[O:57]=[CH:58][N:59]([CH3:60])[CH3:61]>>[NH2:10][c:11]1[s:12][cH:13][c:14](-[c:16]2[cH:17][cH:18][c:19]([C:22]3([C:25](=[O:27])[N:28]4[CH2:29][C:30]5([O:31][C:32](=[O:39])[c:33]6[c:34]5[cH:35][cH:36][cH:37][cH:38]6)[CH2:40][CH2:41]4)[CH2:23][CH2:24]3)[cH:20][cH:21]2)[n:15]1. Reactants: O=C1CCC(=O)N1Br, ClC(Cl)(Cl)Cl, CCOC(=O)c1ccccc1C. The product is CCOC(=O)c1ccccc1CBr. RXN SMILES: [Br:13][N:14]1[C:15](=[O:16])[CH2:17][CH2:18][C:19]1=[O:20].[C:21]([Cl:22])([Cl:23])([Cl:24])[Cl:25].[CH3:1][c:2]1[c:3]([C:4](=[O:5])[O:6][CH2:7][CH3:8])[cH:9][cH:10][cH:11][cH:12]1>>[CH2:1]([c:2]1[c:3]([C:4](=[O:5])[O:6][CH2:7][CH3:8])[cH:9][cH:10][cH:11][cH:12]1)[Br:13].